From a dataset of the Open Reaction Database (ORD), a public repository of structured organic reaction records. describe an organic reaction: reactants, conditions, products, and yield Starting materials: Cc1cc(C(CC2CCC(=O)C2)C(=O)Nc2ccn(CCO[Si](C)(C)C(C)(C)C)n2)ccc1S(C)(=O)=O, CCO, CC#N, Cl. Yields the product Cc1cc(C(CC2CCC(=O)C2)C(=O)Nc2ccn(CCO)n2)ccc1S(C)(=O)=O. Reaction SMILES: [C:1]([Si:2]([CH3:3])([CH3:4])[O:6][CH2:7][CH2:8][n:9]1[n:10][c:11]([NH:14][C:15]([CH:16]([CH2:17][CH:18]2[CH2:19][C:20](=[O:23])[CH2:21][CH2:22]2)[c:24]2[cH:25][c:26]([CH3:34])[c:27]([S:30](=[O:31])(=[O:32])[CH3:33])[cH:28][cH:29]2)=[O:35])[cH:12][cH:13]1)([CH3:5])([CH3:36])[CH3:37].[CH3:38][CH2:39][OH:40].[CH3:42][C:43]#[N:44].[ClH:41]>>[OH:6][CH2:7][CH2:8][n:9]1[n:10][c:11]([NH:14][C:15]([CH:16]([CH2:17][CH:18]2[CH2:19][C:20](=[O:23])[CH2:21][CH2:22]2)[c:24]2[cH:25][c:26]([CH3:34])[c:27]([S:30](=[O:31])(=[O:32])[CH3:33])[cH:28][cH:29]2)=[O:35])[cH:12][cH:13]1. The reactants are oligo(3-methylsalicylate), C([O-])([O-])=O.[K+].[K+] (potassium carbonate), NCCCCCCCC(=O)O (8-aminocaprylic acid), Cl (hydrochloric acid). Solvent: O1CCOCC1 (dioxane), O (water), O1CCOCC1 (dioxane), O (water). Conditions: temperature 90 celsius, time 4 hour. The product is CC1=C(C(C(=O)NCCCCCCCC(=O)O)=CC=C1)O (N-(3-methylsalicyloyl)-8-aminocaprylic acid), solid. Yield: 41.0%. As a reaction SMILES: [C:1](=[O:4])([O-])[O-].[K+].[K+].[NH2:7][CH2:8][CH2:9][CH2:10][CH2:11][CH2:12][CH2:13][CH2:14][C:15]([OH:17])=[O:16].Cl>O.O1CCOCC1>[CH3:9][C:10]1[CH:11]=[CH:12][CH:13]=[C:14]([C:15]([NH:7][CH2:8][CH2:9][CH2:10][CH2:11][CH2:12][CH2:13][CH2:14][C:15]([OH:17])=[O:16])=[O:16])[C:1]=1[OH:4] |f:0.1.2|. Reported procedure: A 50% (by weight) solution of potassium carbonate (24 mL, 36 g, 0.127 mol, 1.23 eq), 8-aminocaprylic acid (16.44 g, 0.103 mol, 1.00 eq), and water (20 mL) were added to a 250 mL round bottom flask equipped with a magnetic stir bar and an addition funnel. The white cloudy mixture was treated with a solution of oligo(3-methylsalicylate) (15.90 g, 0.114 mmol 1.11 eq) and dioxane (90 mL), added over five minutes. The addition funnel was replaced with a condenser, and the reaction mixture was heated ... The reactants are BrC1=CC=C(N=N1)/N=C/N(C)C ((E)-N′-(6-Bromopyridazin-3-yl)-N,N-dimethylformimidamide), BrCC#N (bromoacetonitrile), C(=O)(O)[O-].[Na+] (NaHCO3). The solvent is CC(C)O (i-PrOH), O (water). Product: BrC=1C=CC=2N(N1)C(=CN2)C#N (6-bromoimidazo[1,2-b]pyridazine-3-carbonitrile). Isolated yield 53.5%. As a reaction SMILES: [Br:1][C:2]1[N:7]=[N:6][C:5](/[N:8]=[CH:9]/N(C)C)=[CH:4][CH:3]=1.Br[CH2:14][C:15]#[N:16].C([O-])(O)=O.[Na+]>CC(O)C.O>[Br:1][C:2]1[CH:3]=[CH:4][C:5]2[N:6]([C:14]([C:15]#[N:16])=[CH:9][N:8]=2)[N:7]=1 |f:2.3|. Procedure: (E)-N′-(6-Bromopyridazin-3-yl)-N,N-dimethylformimidamide (2.5 g, 10.9 mmol), bromoacetonitrile (3.92 g, 32.7 mmol) and NaHCO3 (1.8 g, 21.8 mmol) in i-PrOH (15 mL) were heated at 75° C. for 8 h while stirring the contents. Subsequently, the dark reaction mixture was diluted with water and the resulting solid was collected by filtration. The solid was purified by flash chromatography (Combiflash® companion System® with RediSep® silica gel column 40 g and 15-30-50% EtOAC/hexanes as an eluting solve... Starting materials: Brc1cnc(Cc2ccccc2)c2ccccc12, CC(C)(C)[O-], N#Cc1ccc(N2CCNCC2)nc1, [Na+], C1COCCO1. RXN SMILES: [CH2:1]([c:2]1[cH:3][cH:4][cH:5][cH:6][cH:7]1)[c:8]1[n:9][cH:10][c:11]([Br:18])[c:12]2[cH:13][cH:14][cH:15][cH:16][c:17]12.[CH3:33][C:34]([CH3:35])([O-:36])[CH3:37].[N:19]1([c:25]2[n:26][cH:27][c:28]([C:29]#[N:30])[cH:31][cH:32]2)[CH2:20][CH2:21][NH:22][CH2:23][CH2:24]1.[Na+:38].[O:39]1[CH2:40][CH2:41][O:42][CH2:43][CH2:44]1>>[CH2:1]([c:2]1[cH:3][cH:4][cH:5][cH:6][cH:7]1)[c:8]1[n:9][cH:10][c:11]([N:22]2[CH2:21][CH2:20][N:19]([c:25]3[n:26][cH:27][c:28]([C:29]#[N:30])[cH:31][cH:32]3)[CH2:24][CH2:23]2)[c:12]2[cH:13][cH:14][cH:15][cH:16][c:17]12. The product is N#Cc1ccc(N2CCN(c3cnc(Cc4ccccc4)c4ccccc34)CC2)nc1. The reactants are O=C1C(=C(C2=CC=CC=C12)C1=CC=CC=C1)C(=O)OCC (ethyl 1-oxo-3-phenylindene-2-carboxylate), C1OC=2C=C(C=CC2O1)[Mg]Br (3,4-methylenedioxyphenyl magnesium bromide). Solvent: C1CCOC1 (THF). Reaction conditions: time 30 minute. Yields the product C1OC=2C=C(C=CC2O1)C1C(C(C2=CC=CC=C12)C1=CC=CC=C1)C(=O)O (1-(3,4-Methylenedioxyphenyl)-3-phenylindane-2-carboxylic acid). Isolated yield 79.8%. RXN SMILES: O=[C:2]1[C:10]2[C:5](=[CH:6][CH:7]=[CH:8][CH:9]=2)[C:4]([C:11]2[CH:16]=[CH:15][CH:14]=[CH:13][CH:12]=2)=[C:3]1[C:17]([O:19]CC)=[O:18].[CH2:22]1[O:30][C:29]2[CH:28]=[CH:27][C:26]([Mg]Br)=[CH:25][C:24]=2[O:23]1>C1COCC1>[CH2:22]1[O:30][C:29]2[CH:28]=[CH:27][C:26]([CH:2]3[C:10]4[C:5](=[CH:6][CH:7]=[CH:8][CH:9]=4)[CH:4]([C:11]4[CH:16]=[CH:15][CH:14]=[CH:13][CH:12]=4)[CH:3]3[C:17]([OH:19])=[O:18])=[CH:25][C:24]=2[O:23]1. Procedure: To a solution of ethyl 1-oxo-3-phenylindene-2-carboxylate (1.0 g, 3.6 mmol) in THF (35 ml) under an argon atmosphere at 0° C. was added a solution of freshly prepared 3,4-methylenedioxyphenyl magnesium bromide (5.4 mmol). After stirring for 30 min, the mixture was partitioned between 3M HCl and EtOAc. The organic extract was washed successively with H2O, 5% aqueous NaHCO3 and saturated aqueous NaCl and dried (MgSO4). The solvent was removed in vacuo, and the residue was purified by flash chromat... Starting materials: C1CCOC1, CCOC(C)=O, CC1(C)CC(N=[N+]=[N-])c2cc(Br)ccc2N1, O, c1ccc(P(c2ccccc2)c2ccccc2)cc1. The product is CC1(C)CC(N)c2cc(Br)ccc2N1. RXN SMILES: [CH2:18]1[O:19][CH2:20][CH2:21][CH2:22]1.[CH3:42][CH2:43][O:44][C:45]([CH3:46])=[O:47].[N:1](=[N+:2]=[N-:3])[CH:4]1[CH2:5][C:6]([CH3:15])([CH3:16])[NH:7][c:8]2[cH:9][cH:10][c:11]([Br:14])[cH:12][c:13]21.[OH2:17].[c:23]1([P:24]([c:25]2[cH:26][cH:27][cH:28][cH:29][cH:30]2)[c:31]2[cH:32][cH:33][cH:34][cH:35][cH:36]2)[cH:37][cH:38][cH:39][cH:40][cH:41]1>>[NH2:1][CH:4]1[CH2:5][C:6]([CH3:15])([CH3:16])[NH:7][c:8]2[cH:9][cH:10][c:11]([Br:14])[cH:12][c:13]21. Reactants: CC(C)(C)c1cc(-c2cncc(Br)c2)nc(-c2ccccn2)n1, O=C([O-])[O-], CN1CCN(Cc2ccc(B(O)O)cc2)CC1, CCO, COCCOC, [Na+], [Na+], c1ccc(P(c2ccccc2)(c2ccccc2)[Pd](P(c2ccccc2)(c2ccccc2)c2ccccc2)(P(c2ccccc2)(c2ccccc2)c2ccccc2)P(c2ccccc2)(c2ccccc2)c2ccccc2)cc1. Product: CN1CCN(Cc2ccc(-c3cncc(-c4cc(C(C)(C)C)nc(-c5ccccn5)n4)c3)cc2)CC1. RXN SMILES: [Br:1][c:2]1[cH:3][c:4](-[c:8]2[n:9][c:10](-[c:18]3[n:19][cH:20][cH:21][cH:22][cH:23]3)[n:11][c:12]([C:14]([CH3:15])([CH3:16])[CH3:17])[cH:13]2)[cH:5][n:6][cH:7]1.[C:41](=[O:42])([O-:43])[O-:44].[CH3:24][N:25]1[CH2:26][CH2:27][N:28]([CH2:31][c:32]2[cH:33][cH:34][c:35]([B:38]([OH:39])[OH:40])[cH:36][cH:37]2)[CH2:29][CH2:30]1.[CH3:47][CH2:48][OH:49].[CH3:50][O:51][CH2:52][CH2:53][O:54][CH3:55].[Na+:45].[Na+:46].[cH:56]1[cH:57][cH:58][c:59]([P:60]([Pd:61]([P:62]([c:63]2[cH:64][cH:65][cH:66][cH:67][cH:68]2)([c:69]2[cH:70][cH:71][cH:72][cH:73][cH:74]2)[c:75]2[cH:76][cH:77][cH:78][cH:79][cH:80]2)([P:81]([c:82]2[cH:83][cH:84][cH:85][cH:86][cH:87]2)([c:88]2[cH:89][cH:90][cH:91][cH:92][cH:93]2)[c:94]2[cH:95][cH:96][cH:97][cH:98][cH:99]2)[P:100]([c:101]2[cH:102][cH:103][cH:104][cH:105][cH:106]2)([c:107]2[cH:108][cH:109][cH:110][cH:111][cH:112]2)[c:113]2[cH:114][cH:115][cH:116][cH:117][cH:118]2)([c:119]2[cH:120][cH:121][cH:122][cH:123][cH:124]2)[c:125]2[cH:126][cH:127][cH:128][cH:129][cH:130]2)[cH:131][cH:132]1>>[c:2]1(-[c:35]2[cH:34][cH:33][c:32]([CH2:31][N:28]3[CH2:27][CH2:26][N:25]([CH3:24])[CH2:30][CH2:29]3)[cH:37][cH:36]2)[cH:3][c:4](-[c:8]2[n:9][c:10](-[c:18]3[n:19][cH:20][cH:21][cH:22][cH:23]3)[n:11][c:12]([C:14]([CH3:15])([CH3:16])[CH3:17])[cH:13]2)[cH:5][n:6][cH:7]1. The reactants are C(C)OC(=O)C=1OC2=C(C1)C=C(C=C2C(O)C=2N=C(N(C2)S(N(C)C)(=O)=O)[Si](C)(C)C(C)(C)C)C (rac-7-{[2-(tert-butyl-dimethyl-silanyl)-1-dimethylsulfamoyl-1H-imidazol-4-yl]-hydroxy-methyl}-5-methyl-benzofuran-2-carboxylic acid ethyl ester). The reagents and catalysts are [Pd] (Pd/C). Run in CCO (EtOH). The product is C(C)OC(=O)C=1OC2=C(C1)C=C(C=C2CC=2N=CNC2)C (7-(1H-imidazol-4-ylmethyl)-5-methyl-benzofuran-2-carboxylic acid ethyl ester). Isolated yield 3.9%. As a reaction SMILES: [CH2:1]([O:3][C:4]([C:6]1[O:7][C:8]2[C:14]([CH:15]([C:17]3[N:18]=[C:19]([Si](C(C)(C)C)(C)C)[N:20](S(=O)(=O)N(C)C)[CH:21]=3)O)=[CH:13][C:12]([CH3:35])=[CH:11][C:9]=2[CH:10]=1)=[O:5])[CH3:2]>CCO.[Pd]>[CH2:1]([O:3][C:4]([C:6]1[O:7][C:8]2[C:14]([CH2:15][C:17]3[N:18]=[CH:19][NH:20][CH:21]=3)=[CH:13][C:12]([CH3:35])=[CH:11][C:9]=2[CH:10]=1)=[O:5])[CH3:2]. Reported procedure: A solution of rac-7-{[2-(tert-butyl-dimethyl-silanyl)-1-dimethylsulfamoyl-1H-imidazol-4-yl]-hydroxy-methyl}-5-methyl-benzofuran-2-carboxylic acid ethyl ester (470 mg; example 52.b) in EtOH (16 ml) was treated with 10% Pd/C (117 mg) and hydrogenated for 48 hrs at 100 bar and 100° C. The reaction mixture was cooled to r.t., filtrated and concentrated. The residue was dissolved in EtOH (5 ml) and treated with 3N HCl (5 ml). The solution was heated to 100° C. for 3 hrs, then concentrated. The residu... The reactants are ClC1=CC(=NC=N1)C(=O)Cl (6-chloro-pyrimidine-4-carboxylic acid chloride), C(CC)C1NC2=CC=CC=C2C1 (2-propyl-2,3-dihydro-1H-indole), [OH-].[Na+] (sodium hydroxide). Solvent: ClCCl (dichloromethane), ClCCl (dichloromethane). Run at temperature 0 celsius, time 30 minute. The product is ClC1=CC(=NC=N1)C(=O)N1C(CC2=CC=CC=C12)CCC ((6-chloro-pyrimidin-4-yl)-(2-propyl-2,3-dihydro-indol-1-yl)-methanone). Reaction SMILES: [CH2:1]([CH:4]1[CH2:12][C:11]2[C:6](=[CH:7][CH:8]=[CH:9][CH:10]=2)[NH:5]1)[CH2:2][CH3:3].[Cl:13][C:14]1[N:19]=[CH:18][N:17]=[C:16]([C:20](Cl)=[O:21])[CH:15]=1.[OH-].[Na+]>ClCCl>[Cl:13][C:14]1[N:19]=[CH:18][N:17]=[C:16]([C:20]([N:5]2[C:6]3[C:11](=[CH:10][CH:9]=[CH:8][CH:7]=3)[CH2:12][CH:4]2[CH2:1][CH2:2][CH3:3])=[O:21])[CH:15]=1 |f:2.3|. Procedure details: A mixture of 0.76 g (4.7 mmol) 2-propyl-2,3-dihydro-1H-indole in 15 mL dichloromethane was added to 0.88 g (5.0 mmol) 6-chloro-pyrimidine-4-carboxylic acid chloride in 15 mL dichloromethane at 0° C. and then 4.7 mL (4.7 mmol) of a 1M sodium hydroxide solution were added dropwise. The reaction mixture was stirred for 30 min at 0° C. and then for 1 h at RT. The organic phase was separated off and evaporated down. The residue was purified on silica gel.